From a dataset of the Open Reaction Database (ORD), a public repository of structured organic reaction records. describe an organic reaction: reactants, conditions, products, and yield Reactants: ClC=1C=C(C=CC1CO)N1CCN(CC1)CC(=O)C1=CC(=CC=C1)[N+](=O)[O-] (2-[4-[3-chloro-4-(hydroxymethyl)phenyl]-1-piperazinyl]-1(3-nitrophenyl)ethanone), [H][H] (hydrogen). Reagents/catalysts: [Ni] (Raney-Nickel). Run in O1CCCC1 (tetrahydrofuran). The product is ClC=1C=C(C=CC1CO)N1CCN(CC1)CC(=O)C1=CC(=CC=C1)N (2-[4-[3-Chloro-4-(hydroxymethyl)phenyl]-1-piperazinyl]-1-(3-aminophenyl)-ethanone). RXN SMILES: [Cl:1][C:2]1[CH:3]=[C:4]([N:10]2[CH2:15][CH2:14][N:13]([CH2:16][C:17]([C:19]3[CH:24]=[CH:23][CH:22]=[C:21]([N+:25]([O-])=O)[CH:20]=3)=[O:18])[CH2:12][CH2:11]2)[CH:5]=[CH:6][C:7]=1[CH2:8][OH:9].[H][H]>O1CCCC1.[Ni]>[Cl:1][C:2]1[CH:3]=[C:4]([N:10]2[CH2:15][CH2:14][N:13]([CH2:16][C:17]([C:19]3[CH:24]=[CH:23][CH:22]=[C:21]([NH2:25])[CH:20]=3)=[O:18])[CH2:12][CH2:11]2)[CH:5]=[CH:6][C:7]=1[CH2:8][OH:9]. Procedure details: A solution of 2-[4-[3-chloro-4-(hydroxymethyl)phenyl]-1-piperazinyl]-1(3-nitrophenyl)ethanone (1.5 g, 3.8 m mole) in 100 ml of tetrahydrofuran was catalytically reduced at 25° over 0.5 g of Raney-Nickel with an average of three atmospheres of hydrogen. When the theoretical amount of hydrogen had been absorbed, the mixture was filtered and the filtrate was evaporated at reduced pressure to give a yellow solid which was recrystallized from acetonitrile to afford 0.95 g (69%), mp 174.5°-180° (Table... Reactants: C(C)OCCS(=O)(=O)C1=CC=C(C=C1)C(=CC(C)C)C1=CC=2C(=NC=C(C2)F)N1 (2-{1-[4-(2-ethoxy-ethanesulfonyl)-phenyl]-3-methyl-but-1-enyl}-5-fluoro-1H-pyrrolo[2,3-b]pyridine). Reagents/catalysts: [Pd] (palladium on activated carbon). The solvent is CO (methanol). Reaction conditions: temperature 50 celsius. Product: N1C=CC=2C1=NC=CC2 (1H-pyrrolo[2,3-b]pyridine). Isolated yield 334.1%. As a reaction SMILES: C(OCCS(C1C=CC(C([C:20]2[NH:29][C:23]3=[N:24][CH:25]=[C:26](F)[CH:27]=[C:22]3[CH:21]=2)=CC(C)C)=CC=1)(=O)=O)C>[Pd].CO>[NH:29]1[C:23]2=[N:24][CH:25]=[CH:26][CH:27]=[C:22]2[CH:21]=[CH:20]1. Reported procedure: A mixture of 2-{1-[4-(2-ethoxy-ethanesulfonyl)-phenyl]-3-methyl-but-1-enyl}-5-fluoro-1H-pyrrolo[2,3-b]pyridine (160 mg, 0.38 mmol) and 10% palladium on activated carbon (70 mg) in methanol (250 mL) was heated at 50° C. under hydrogen (50 psi) for 16 h. The mixture was cooled to 25° C., the solids filtered off, washed with ethyl acetate and concentrated in vacuo to afford 2-{1-[4-(2-ethoxy-ethanesulfonyl)-phenyl]-3-methyl-butyl}-5-fluoro}-1H-pyrrolo[2,3-b]pyridine (150 mg, 93%) which was used in ... Reactants: [Cl-].[Na+] (sodium chloride), 20, NC1=NC=C(C=C1Cl)Cl (2-amino-3,5-dichloropyridine), glycol, [OH-].[K+] (potassium hydroxide), Cl (hydrochloric acid). Reagents/catalysts: [Cu] (copper). Run in COCCOCCOC (diethylene glycol dimethyl ether). Conditions: time 5 hour. Yields the product 12.3, NC1=NC=C(C=C1O)Cl (2-amino-3-hydroxy-5-chloropyridine). The yield is 70.0%. As a reaction SMILES: [NH2:1][C:2]1[C:7](Cl)=[CH:6][C:5]([Cl:9])=[CH:4][N:3]=1.[OH-:10].[K+].Cl.[Cl-].[Na+]>[Cu].COCCOCCOC>[NH2:1][C:2]1[C:7]([OH:10])=[CH:6][C:5]([Cl:9])=[CH:4][N:3]=1 |f:1.2,4.5|. Procedure details: A mixture of 20 parts of 2-amino-3,5-dichloropyridine, 160 parts of glycol, 80 parts of potassium hydroxide, 1 part of copper powder and 3 parts of diethylene glycol dimethyl ether is stirred under nitrogen for 5 hours at 150°-160° C. The cooled solution is neutralised with conc. hydrochloric acid, saturated with sodium chloride and extracted twice in the warm state with ethyl acetate. The combined extracts are filtered through Hyflo, dried over magnesium sulphate and purified with active charco... Reactants: 53, C(C1=CC=CC=C1)=O (benzaldehyde), ClC1=C(C=C(C(=C1)Cl)Cl)N (2,4,5-trichlorobenzenamine), [C-]#N.[K+] (potassium cyanide). Reagents/catalysts: [Cl-].[Zn+2].[Cl-] (zinc chloride). Run in O (water). Reaction conditions: temperature 50 celsius, time 18 hour. The product is 83.1, ClC1=C(C=C(C(=C1)Cl)Cl)NC(C#N)C1=CC=CC=C1 (α-[(2,4,5-trichlorophenyl)amino]benzeneacetonitrile). RXN SMILES: [CH:1](=O)[C:2]1[CH:7]=[CH:6][CH:5]=[CH:4][CH:3]=1.[Cl:9][C:10]1[CH:15]=[C:14]([Cl:16])[C:13]([Cl:17])=[CH:12][C:11]=1[NH2:18].[C-:19]#[N:20].[K+]>[Cl-].[Zn+2].[Cl-].O>[Cl:9][C:10]1[CH:15]=[C:14]([Cl:16])[C:13]([Cl:17])=[CH:12][C:11]=1[NH:18][CH:1]([C:2]1[CH:7]=[CH:6][CH:5]=[CH:4][CH:3]=1)[C:19]#[N:20] |f:2.3,4.5.6|. Reported procedure: To a stirred mixture of 53 parts of benzaldehyde in 820 parts of water are added successively 78.6 parts of 2,4,5-trichlorobenzenamine, 81.8 parts of zinc chloride and 32.6 parts of potassium cyanide and the whole is stirred for 18 hours at 50° C. The reaction mixture is cooled to room temperature. The precipitated product is filtered off, triturated in 1000 parts of water, filtered off again and dissolved in 750 parts of trichloromethane. The solution is washed twice with water, dried, filtered... Reactants: BrCC(=O)OC(C)(C)C (tert-butyl bromoacetate), C1(=CC=CC=C1)C1=NC(N=C1)=O (4-phenylimidazol-2-one), [H-].[Na+] (sodium hydride). Run in O (water). Run at temperature 0 celsius, time 1 hour. Product: [NH4+].[OH-] (NH4OH), O=C1N(C=C(N1)C1=CC=CC=C1)CC(=O)OC(C)(C)C (tert-Butyl (2-oxo-4-phenyl-2,3-dihydro-1H-imidazol-1-yl)acetate). Reaction SMILES: [C:1]1([C:7]2[CH:11]=[N:10][C:9](=[O:12])[N:8]=2)[CH:6]=[CH:5][CH:4]=[CH:3][CH:2]=1.[H-].[Na+].Br[CH2:16][C:17]([O:19][C:20]([CH3:23])([CH3:22])[CH3:21])=[O:18]>O>[NH4+:8].[OH-:12].[O:12]=[C:9]1[NH:8][C:7]([C:1]2[CH:2]=[CH:3][CH:4]=[CH:5][CH:6]=2)=[CH:11][N:10]1[CH2:16][C:17]([O:19][C:20]([CH3:23])([CH3:22])[CH3:21])=[O:18] |f:1.2,5.6|. Procedure: To a stirred solution of 4-phenylimidazol-2-one (1.00 g, 6.24 mmol) in DMP (10 mL) at 0° C. was added sodium hydride (300 mg of a 60% dispersion in mineral oil, 7.49 mmol). The mixture was stirred at 0° C. for 1 h, then tert-butyl bromoacetate (1.47 g, 7.49 mmol) was added. The reaction mixture was allowed to warn to ambient temperature and stirring was continued for 18 h. The reaction mixture was poured into water and extracted with CH2Cl2 (3×). The combined organic extracts were dried over Na2... Reactants: COC([C@H](CCO[Si](C)(C)C(C)(C)C)NC(=O)OCC1=CC=CC=C1)=O ((S)-2-benzyloxycarbonylamino-4-(t-butyl-dimethyl-silanyloxy)-butyric acid methyl ester), [H][H] (hydrogen). Reagents/catalysts: [Pd] (palladium on activated carbon). The solvent is CO (methanol). Reaction conditions: time 1.5 hour. Yields the product COC([C@H](CCO[Si](C)(C)C(C)(C)C)N)=O ((S)-2-amino-4-(t-butyl-dimethyl-silanyloxy)-butyric acid methyl ester). Yield: 94.1%. Reaction SMILES: [CH3:1][O:2][C:3](=[O:26])[C@@H:4]([NH:15]C(OCC1C=CC=CC=1)=O)[CH2:5][CH2:6][O:7][Si:8]([C:11]([CH3:14])([CH3:13])[CH3:12])([CH3:10])[CH3:9].[H][H]>[Pd].CO>[CH3:1][O:2][C:3](=[O:26])[C@@H:4]([NH2:15])[CH2:5][CH2:6][O:7][Si:8]([C:11]([CH3:12])([CH3:13])[CH3:14])([CH3:9])[CH3:10]. Procedure details: In a Parr shaker bottle was placed (S)-2-benzyloxycarbonylamino-4-(t-butyl-dimethyl-silanyloxy)-butyric acid methyl ester (478 mg, 1.25 mmol), methanol (10 mL) and 10% palladium on activated carbon (100 mg). The bottle was placed on the Parr Shaker and charged with hydrogen to 40 psi and shaken for 1.5 h. After this time, the mixture was filtered through celite and the filterate concentrated in vacuo to afford (S)-2-amino-4-(t-butyl-dimethyl-silanyloxy)-butyric acid methyl ester (291 mg, 94%) as... Reactants: C(C)(=O)OC=1C(=CC(=C(CCC(=O)OC)C1)CO[Si](C)(C)C(C)(C)C)OC (methyl 5-acetoxy-2-tert-butyldimethylsilyloxymethyl-4-methoxyhydrocinnamate), C([O-])([O-])=O.[K+].[K+] (potassium carbonate), Cl (HCl). Solvent: O (water), CO (methanol). Conditions: time 18 hour. The product is OC=1C(=CC(=C(CCC(=O)OC)C1)CO[Si](C)(C)C(C)(C)C)OC (Methyl 5-Hydroxy-2-tert-butyldimethylsilyloxymethyl-4-methoxyhydrocinnamate). RXN SMILES: C([O:4][C:5]1[C:6]([O:26][CH3:27])=[CH:7][C:8]([CH2:17][O:18][Si:19]([C:22]([CH3:25])([CH3:24])[CH3:23])([CH3:21])[CH3:20])=[C:9]([CH:16]=1)[CH2:10][CH2:11][C:12]([O:14][CH3:15])=[O:13])(=O)C.C(=O)([O-])[O-].[K+].[K+].Cl>CO.O>[OH:4][C:5]1[C:6]([O:26][CH3:27])=[CH:7][C:8]([CH2:17][O:18][Si:19]([C:22]([CH3:23])([CH3:24])[CH3:25])([CH3:20])[CH3:21])=[C:9]([CH:16]=1)[CH2:10][CH2:11][C:12]([O:14][CH3:15])=[O:13] |f:1.2.3|. Reported procedure: A mixture of methyl 5-acetoxy-2-tert-butyldimethylsilyloxymethyl-4-methoxyhydrocinnamate (4.64 g) and potassium carbonate (0.16 g) in anhydrous methanol (50 ml) is stirred at 0°-5° C. for about 18 hours, diluted with water, and the pH adjusted to 5 with dilute HCl. The mixture is extracted with ether and the ether solution is washed with brine, dried over magnesium sulfate, filtered and concentrated in vacuo. The residue is purified by HPLC, eluting with 20% ethyl acetate in hexanes to give the ... Starting materials: COC(C)=O, O=C1OC(COCc2ccccc2)C(OCc2ccccc2)C(OCc2ccccc2)C1OCc1ccccc1, C1CCOC1, C[Si](C)(C)[N-][Si](C)(C)C, [Li+]. Product: COC(=O)CC1(O)OC(COCc2ccccc2)C(OCc2ccccc2)C(OCc2ccccc2)C1OCc1ccccc1. As a reaction SMILES: [C:1]([CH3:2])(=[O:3])[O:4][CH3:5].[CH2:16]([c:17]1[cH:18][cH:19][cH:20][cH:21][cH:22]1)[O:23][CH:24]1[C:25](=[O:55])[O:26][CH:27]([CH2:46][O:47][CH2:48][c:49]2[cH:50][cH:51][cH:52][cH:53][cH:54]2)[CH:28]([O:38][CH2:39][c:40]2[cH:41][cH:42][cH:43][cH:44][cH:45]2)[CH:29]1[O:30][CH2:31][c:32]1[cH:33][cH:34][cH:35][cH:36][cH:37]1.[CH2:56]1[O:57][CH2:58][CH2:59][CH2:60]1.[CH3:7][Si:8]([N-:9][Si:10]([CH3:11])([CH3:12])[CH3:13])([CH3:14])[CH3:15].[Li+:6]>>[C:1]([CH2:2][C:25]1([OH:55])[CH:24]([O:23][CH2:16][c:17]2[cH:18][cH:19][cH:20][cH:21][cH:22]2)[CH:29]([O:30][CH2:31][c:32]2[cH:33][cH:34][cH:35][cH:36][cH:37]2)[CH:28]([O:38][CH2:39][c:40]2[cH:41][cH:42][cH:43][cH:44][cH:45]2)[CH:27]([CH2:46][O:47][CH2:48][c:49]2[cH:50][cH:51][cH:52][cH:53][cH:54]2)[O:26]1)(=[O:3])[O:4][CH3:5].